This data is from the Open Reaction Database (ORD), a public repository of structured organic reaction records. The task is: describe an organic reaction: reactants, conditions, products, and yield Procedure: To a solution of 0.400 g. of hydroxylamine hydrochloride in 15 ml. of methanol, 0.400 g. of 1-methyl-2-nitro-5-imidazolcarboxaldehyde in 20 ml. of ethanol and 0.810 ml. of triethylamine are added at room temperature. After standing overnight, the solution is concentrated to a small volume and the solid which precipitates is collected on the filter. After crystallization from water, 0.10 g. of the title compound is obtained which melts at 203°-205° C. Run at time 8 hour. The product is CN1C(=NC=C1C=NO)[N+](=O)[O-] (1-Methyl-2-nitro-5-imidazolcarboxaldehyde oxime). Reaction SMILES: Cl.[NH2:2][OH:3].CO.[CH3:6][N:7]1[C:11]([CH:12]=O)=[CH:10][N:9]=[C:8]1[N+:14]([O-:16])=[O:15].C(O)C>C(N(CC)CC)C>[CH3:6][N:7]1[C:11]([CH:12]=[N:2][OH:3])=[CH:10][N:9]=[C:8]1[N+:14]([O-:16])=[O:15] |f:0.1|. The solvent is C(C)N(CC)CC (triethylamine). The reactants are Cl.NO (hydroxylamine hydrochloride), C(C)O (ethanol), CO (methanol), CN1C(=NC=C1C=O)[N+](=O)[O-] (1-methyl-2-nitro-5-imidazolcarboxaldehyde). Reactants: FC1=CC=C(C=C1)CN1C(=NC2=C1C=CC=C2)NC2CCN(CC2)CCNC(=S)NC2=C(C=CC=C2)[N+](=O)[O-] (N-[2-{4-[1-(4-fluorophenylmethyl)-1H-benzimidazol-2-ylamino]-1-piperidinyl}ethyl]-N'-(2-nitrophenyl)thiourea), Cl (hydrochloric acid), C(C)O (ethanol), N (ammonia). The reagents and catalysts are [Fe] (iron). Solvent: O (water), CO (methanol). Product: NC1=C(C=CC=C1)NC(=S)NCCN1CCC(CC1)NC1=NC2=C(N1CC1=CC=C(C=C1)F)C=CC=C2 (N-(2-aminophenyl)-N'-[2-{4-[1-(4-fluorophenylmethyl)-1H-benzimidazol-2-ylamino]-1-piperidinyl}-ethyl]thiourea). As a reaction SMILES: [F:1][C:2]1[CH:7]=[CH:6][C:5]([CH2:8][N:9]2[C:13]3[CH:14]=[CH:15][CH:16]=[CH:17][C:12]=3[N:11]=[C:10]2[NH:18][CH:19]2[CH2:24][CH2:23][N:22]([CH2:25][CH2:26][NH:27][C:28]([NH:30][C:31]3[CH:36]=[CH:35][CH:34]=[CH:33][C:32]=3[N+:37]([O-])=O)=[S:29])[CH2:21][CH2:20]2)=[CH:4][CH:3]=1.Cl.C(O)C.N>[Fe].CO.O>[NH2:37][C:32]1[CH:33]=[CH:34][CH:35]=[CH:36][C:31]=1[NH:30][C:28]([NH:27][CH2:26][CH2:25][N:22]1[CH2:21][CH2:20][CH:19]([NH:18][C:10]2[N:9]([CH2:8][C:5]3[CH:4]=[CH:3][C:2]([F:1])=[CH:7][CH:6]=3)[C:13]3[CH:14]=[CH:15][CH:16]=[CH:17][C:12]=3[N:11]=2)[CH2:24][CH2:23]1)=[S:29]. Reported procedure: A mixture of 3.7 parts of N-[2-{4-[1-(4-fluorophenylmethyl)-1H-benzimidazol-2-ylamino]-1-piperidinyl}ethyl]-N'-(2-nitrophenyl)thiourea, 7 parts of iron-powder, 0.25 parts of concentrated hydrochloric acid, 48 parts of ethanol and 15 parts of water is stirred and refluxed for 1 hour. The reaction mixture is alkalized with methanol saturated with ammonia. The whole is filtered and the filtrate is evaporated, yielding 3.5 parts of N-(2-aminophenyl)-N'-[2-{4-[1-(4-fluorophenylmethyl)-1H-benzimidazol... Reactants: FC1=C(C=O)C=CC(=C1)F (2,4-difluorobenzaldehyde), BrC1=C(C(=NN1C)C)C1=C(C=C(C=C1)F)Cl (5-Bromo-4-(2-chloro-4-fluorophenyl)-1,3-dimethyl-1H-pyrazole), C1CCCCC1 (cyclohexane), C(CCC)[Li] (n-butyllithium). Solvent: O1CCCC1 (tetrahydrofuran), O1CCCC1 (tetrahydrofuran). Run at time 15 minute. The product is ClC1=C(C=CC(=C1)F)C=1C(=NN(C1C(O)C1=C(C=C(C=C1)F)F)C)C (4-(2-Chloro-4-fluorophenyl)-α-(2,4-difluorophenyl)-1,3-dimethyl-1H-pyrazole-5-methanol). Reaction SMILES: Br[C:2]1[N:6]([CH3:7])[N:5]=[C:4]([CH3:8])[C:3]=1[C:9]1[CH:14]=[CH:13][C:12]([F:15])=[CH:11][C:10]=1[Cl:16].C1CCCCC1.C([Li])CCC.[F:28][C:29]1[CH:36]=[C:35]([F:37])[CH:34]=[CH:33][C:30]=1[CH:31]=[O:32]>O1CCCC1>[Cl:16][C:10]1[CH:11]=[C:12]([F:15])[CH:13]=[CH:14][C:9]=1[C:3]1[C:4]([CH3:8])=[N:5][N:6]([CH3:7])[C:2]=1[CH:31]([C:30]1[CH:33]=[CH:34][C:35]([F:37])=[CH:36][C:29]=1[F:28])[OH:32]. Reported procedure: 5-Bromo-4-(2-chloro-4-fluorophenyl)-1,3-dimethyl-1H-pyrazole (i.e. the product of Synthesis Example 2, Step A) (0.25 g, 0.82 mmol) was dissolved in anhydrous tetrahydrofuran (12 mL), and the mixture was cooled in a dry ice/acetone bath under a nitrogen atmosphere. A cyclohexane solution of n-butyllithium (2.0 M, 0.49 mL, 0.98 mmol) was added dropwise over 5 minutes. After 15 minutes, a solution of 2,4-difluorobenzaldehyde (0.09 mL, 0.82 mmol) in anhydrous tetrahydrofuran (3 mL) was added slowly ... The reactants are CO, C[O-], O=C(Cl)c1cn(-c2cc3ccccc3cn2)c2ccccc12, ClCCl, ClCCl, Cl, Cl, N=C(N)N, [Na+], C1CCOC1. Product: Cl, N=C(N)NC(=O)c1cn(-c2cc3ccccc3cn2)c2ccccc12. Reaction SMILES: [CH3:32][OH:33].[CH3:6][O-:7].[Cl:10][C:11](=[O:12])[c:13]1[cH:14][n:15](-[c:22]2[n:23][cH:24][c:25]3[cH:26][cH:27][cH:28][cH:29][c:30]3[cH:31]2)[c:16]2[cH:17][cH:18][cH:19][cH:20][c:21]12.[Cl:34][CH2:35][Cl:36].[Cl:42][CH2:43][Cl:44].[ClH:1].[ClH:9].[NH2:2][C:3](=[NH:4])[NH2:5].[Na+:8].[O:37]1[CH2:38][CH2:39][CH2:40][CH2:41]1>>[ClH:10].[NH:2]=[C:3]([NH:4][C:11](=[O:12])[c:13]1[cH:14][n:15](-[c:22]2[n:23][cH:24][c:25]3[cH:26][cH:27][cH:28][cH:29][c:30]3[cH:31]2)[c:16]2[cH:17][cH:18][cH:19][cH:20][c:21]12)[NH2:5]. The reactants are [Al+3], [H-], [H-], [H-], [H-], [Li+], [Mg+2], [Na+], [Na+], O=S(=O)([O-])[O-], O=S(=O)([O-])[O-], C1CCOC1, Cc1cc(C(=O)Nc2cc(O)ccc2C)n(C)n1. The product is Cc1cc(CNc2cc(O)ccc2C)n(C)n1. Reaction SMILES: [Al+3:2].[H-:1].[H-:4].[H-:5].[H-:6].[Li+:3].[Mg+2:32].[Na+:25].[Na+:26].[O-:27][S:28](=[O:29])(=[O:30])[O-:31].[O-:33][S:34](=[O:35])(=[O:36])[O-:37].[O:38]1[CH2:39][CH2:40][CH2:41][CH2:42]1.[OH:7][c:8]1[cH:9][cH:10][c:11]([CH3:24])[c:12]([NH:14][C:15](=[O:16])[c:17]2[cH:18][c:19]([CH3:23])[n:20][n:21]2[CH3:22])[cH:13]1>>[OH:7][c:8]1[cH:9][cH:10][c:11]([CH3:24])[c:12]([NH:14][CH2:15][c:17]2[cH:18][c:19]([CH3:23])[n:20][n:21]2[CH3:22])[cH:13]1. Reactants: O=C([O-])O, COC(=O)c1ccc(C=O)c(OC)c1, O=CO, Cl, NO, [Na+], O. Yields the product COC(=O)c1ccc(C#N)c(OC)c1. Reaction SMILES: [C:19](=[O:20])([O-:21])[OH:22].[CH:1](=[O:2])[c:3]1[c:4]([O:13][CH3:14])[cH:5][c:6]([C:7](=[O:8])[O:9][CH3:10])[cH:11][cH:12]1.[CH:24]([OH:25])=[O:26].[ClH:15].[NH2:16][OH:17].[Na+:23].[OH2:18]>>[C:1]([c:3]1[c:4]([O:13][CH3:14])[cH:5][c:6]([C:7](=[O:8])[O:9][CH3:10])[cH:11][cH:12]1)#[N:16]. Starting materials: N(=O)[O-].[Na+] (sodium nitrite), CN(/C=C/C(=O)C1=NN(C=CC1=O)C1=CC(=CC=C1)OC(F)(F)F)C (3-((E)-3-dimethylamino-acryloyl)-1-(3-trifluoromethoxy-phenyl)-1H-pyridazin-4-one), C1(=NC=CC=2CCCCC12)NN ((5,6,7,8-tetrahydro-isoquinolin-1-yl)-hydrazine), [Sn](Cl)Cl (tin(II) chloride), C1(=NC=CC=2CCCCC12)N (5,6,7,8-tetrahydro-isoquinolin-1-ylamine). Yields the product C1(=NC=CC=2CCCCC12)N1N=CC=C1C1=NN(C=CC1=O)C1=CC(=CC=C1)OC(F)(F)F (3-[2-(5,6,7,8-Tetrahydro-isoquinolin-1-yl)-2H-pyrazol-3-yl]-1-(3-trifluoromethoxy-phenyl)-1H-pyridazin-4-one). RXN SMILES: C[N:2](C)/[CH:3]=[CH:4]/[C:5]([C:7]1[C:12](=[O:13])[CH:11]=[CH:10][N:9]([C:14]2[CH:19]=[CH:18][CH:17]=[C:16]([O:20][C:21]([F:24])([F:23])[F:22])[CH:15]=2)[N:8]=1)=O.[C:26]1([NH:36]N)[C:35]2[CH2:34][CH2:33][CH2:32][CH2:31][C:30]=2[CH:29]=[CH:28][N:27]=1.C1(N)C2CCCCC=2C=CN=1.N([O-])=O.[Na+].[Sn](Cl)Cl>>[C:26]1([N:36]2[C:5]([C:7]3[C:12](=[O:13])[CH:11]=[CH:10][N:9]([C:14]4[CH:19]=[CH:18][CH:17]=[C:16]([O:20][C:21]([F:24])([F:23])[F:22])[CH:15]=4)[N:8]=3)=[CH:4][CH:3]=[N:2]2)[C:35]2[CH2:34][CH2:33][CH2:32][CH2:31][C:30]=2[CH:29]=[CH:28][N:27]=1 |f:3.4|. Procedure details: Reaction of 3-((E)-3-dimethylamino-acryloyl)-1-(3-trifluoromethoxy-phenyl)-1H-pyridazin-4-one (A-6) and (5,6,7,8-tetrahydro-isoquinolin-1-yl)-hydrazine (prepared from the commercial 5,6,7,8-tetrahydro-isoquinolin-1-ylamine using sodium nitrite and tin(II) chloride in analogy to that described in J. Med. Chem. 2003, 46, 4676-4686) according to example 43 gave the desired product. MS: M=400.0 (M+H)+.